This data is from the Open Reaction Database (ORD), a public repository of structured organic reaction records. The task is: describe an organic reaction: reactants, conditions, products, and yield Reactants: C(C1=CC=CC=C1)(=O)Cl (benzoyl chloride), C1(=CC=CC=C1)C (toluene), CC(C1=CC=CC=C1)(C)NC(CCN)=O (N-(α,α-dimethylbenzyl)-3-aminopropionamide). The solvent is C(C)N(CC)CC (triethylamine). Reaction conditions: time 2 hour. The product is CC(C1=CC=CC=C1)(C)NC(CCNC(C1=CC=CC=C1)=O)=O (N-(α,α-dimethylbenzyl)-3-(benzoylamino)propionamide). Yield: 86.4%. As a reaction SMILES: [C:1](Cl)(=[O:8])[C:2]1[CH:7]=[CH:6][CH:5]=[CH:4][CH:3]=1.C1(C)C=CC=CC=1.[CH3:17][C:18]([NH:26][C:27](=[O:31])[CH2:28][CH2:29][NH2:30])([CH3:25])[C:19]1[CH:24]=[CH:23][CH:22]=[CH:21][CH:20]=1>C(N(CC)CC)C>[CH3:25][C:18]([NH:26][C:27](=[O:31])[CH2:28][CH2:29][NH:30][C:1](=[O:8])[C:2]1[CH:7]=[CH:6][CH:5]=[CH:4][CH:3]=1)([CH3:17])[C:19]1[CH:24]=[CH:23][CH:22]=[CH:21][CH:20]=1. Procedure: 0.3 g of benzoyl chloride was slowly dropped onto 10 ml of a toluene solution containing 0.4 g of N-(α,α-dimethylbenzyl)-3-aminopropionamide (prepared as described in Preparation 3) and 0.22 g of triethylamine. The reaction solution was then stirred for 2 hours, and, after dilution with 20 ml of diethyl ether, was washed with water and dried over anhydrous sodium sulfate. The reaction solution was then concentrated by evaporation under reduced pressure, and purified by silica gel chromatography,... Product: CC1CCC(N(C(=O)Nc2ncc(CN3CCN(S(=O)(=O)N(C)C)CC3)s2)C2CCN(C(=O)C3CCCC3)CC2)CC1. Reactants: O=C(Cl)Cl, C1CCCC1, CC1CCC(N(C(=O)Nc2ncc(CN3CCN(S(=O)(=O)N(C)C)CC3)s2)C2CCNCC2)CC1, Cl. As a reaction SMILES: [C:37](=[O:38])([Cl:39])[Cl:40].[CH2:41]1[CH2:42][CH2:43][CH2:44][CH2:45]1.[CH3:2][N:3]([S:4](=[O:5])(=[O:6])[N:7]1[CH2:8][CH2:9][N:10]([CH2:13][c:14]2[cH:15][n:16][c:17]([NH:19][C:20](=[O:21])[N:22]([CH:23]3[CH2:24][CH2:25][NH:26][CH2:27][CH2:28]3)[CH:29]3[CH2:30][CH2:31][CH:32]([CH3:35])[CH2:33][CH2:34]3)[s:18]2)[CH2:11][CH2:12]1)[CH3:36].[ClH:1]>>[CH3:2][N:3]([S:4](=[O:5])(=[O:6])[N:7]1[CH2:8][CH2:9][N:10]([CH2:13][c:14]2[cH:15][n:16][c:17]([NH:19][C:20](=[O:21])[N:22]([CH:23]3[CH2:24][CH2:25][N:26]([C:37](=[O:38])[CH:41]4[CH2:42][CH2:43][CH2:44][CH2:45]4)[CH2:27][CH2:28]3)[CH:29]3[CH2:30][CH2:31][CH:32]([CH3:35])[CH2:33][CH2:34]3)[s:18]2)[CH2:11][CH2:12]1)[CH3:36]. Reactants: NC(=O)c1[nH]c2ccc(O)cc2c1S(=O)(=O)N(CCO)CCBr, C[Si](C)(C)C=[N+]=[N-], CO, ClCCl. The product is COc1ccc2[nH]c(C(N)=O)c(S(=O)(=O)N(CCO)CCBr)c2c1. RXN SMILES: [Br:1][CH2:2][CH2:3][N:4]([S:5](=[O:6])(=[O:7])[c:8]1[c:9]([C:18](=[O:19])[NH2:20])[nH:10][c:11]2[cH:12][cH:13][c:14]([OH:17])[cH:15][c:16]12)[CH2:21][CH2:22][OH:23].[CH3:24][Si:25]([CH:26]=[N+:27]=[N-:28])([CH3:29])[CH3:30].[CH3:34][OH:35].[Cl:31][CH2:32][Cl:33]>>[Br:1][CH2:2][CH2:3][N:4]([S:5](=[O:6])(=[O:7])[c:8]1[c:9]([C:18](=[O:19])[NH2:20])[nH:10][c:11]2[cH:12][cH:13][c:14]([O:17][CH3:24])[cH:15][c:16]12)[CH2:21][CH2:22][OH:23].